describe an organic reaction: reactants, conditions, products, and yield From a dataset of the Open Reaction Database (ORD), a public repository of structured organic reaction records. Starting materials: C1(=CC=CC=C1)NN (phenylhydrazine), C(CCCCC)NC1=CC=C(C=C1)C(C)=O (p-Hexylaminoacetophenone), phenylhydrazone. Solvent: O.C(C)(=O)O (water acetic acid), C(C)(=O)O.C(C)O (ethanol acetic acid). The product is C1(=CC=CC=C1)NN=C(C)C1=CC=C(C=C1)NCCCCCC (p-Hexylaminoacetophenone Phenylhydrazone). RXN SMILES: [CH2:1]([NH:7][C:8]1[CH:13]=[CH:12][C:11]([C:14](=O)[CH3:15])=[CH:10][CH:9]=1)[CH2:2][CH2:3][CH2:4][CH2:5][CH3:6].[C:17]1([NH:23][NH2:24])[CH:22]=[CH:21][CH:20]=[CH:19][CH:18]=1>C(O)(=O)C.C(O)C.O.C(O)(=O)C>[C:17]1([NH:23][N:24]=[C:14]([C:11]2[CH:12]=[CH:13][C:8]([NH:7][CH2:1][CH2:2][CH2:3][CH2:4][CH2:5][CH3:6])=[CH:9][CH:10]=2)[CH3:15])[CH:22]=[CH:21][CH:20]=[CH:19][CH:18]=1 |f:2.3,4.5|. Reported procedure: p-Hexylaminoacetophenone dissolved in ethanol acetic acid is treated with a solution of phenylhydrazine in water-acetic acid. After a short time the phenylhydrazone separates out, and is collected and washed with water. Reactants: Cl, CCCCOC(=O)COCCCNC(=O)C(C)NC(=O)c1ccc(C=NN)cc1. Product: Cl, CC(NC(=O)c1ccc(C=NN)cc1)C(=O)NCCCOCC(=O)O. RXN SMILES: [ClH:30].[NH2:1][N:2]=[CH:3][c:4]1[cH:5][cH:6][c:7]([C:8](=[O:9])[NH:10][CH:11]([C:12](=[O:13])[NH:14][CH2:15][CH2:16][CH2:17][O:18][CH2:19][C:20](=[O:21])[O:22][CH2:23][CH2:24][CH2:25][CH3:26])[CH3:27])[cH:28][cH:29]1>>[ClH:30].[NH2:1][N:2]=[CH:3][c:4]1[cH:5][cH:6][c:7]([C:8](=[O:9])[NH:10][CH:11]([C:12](=[O:13])[NH:14][CH2:15][CH2:16][CH2:17][O:18][CH2:19][C:20](=[O:21])[OH:22])[CH3:27])[cH:28][cH:29]1.